Dataset: the Open Reaction Database (ORD), a public repository of structured organic reaction records. Task: describe an organic reaction: reactants, conditions, products, and yield Starting materials: BrC=1C=C(C=C(C1OC=1C2=C(N=C(N1)C)N(N=N2)C(CCC)CCC)OC)C(O)(C)C (3-bromo-5-methoxy-α,α-dimethyl-4-[(5-methyl-3-(1-propylbutyl)-3H-1,2,3-triazolo[4,5-d]pyrimidin-7-yl)-oxy]benzenemethanol), C1(=CC=C(C=C1)S(=O)(=O)O)C (p-toluene sulfonic acid). Run in C1=CC=CC=C1 (benzene). The product is BrC1=C(OC=2C3=C(N=C(N2)C)N(N=N3)C(CCC)CCC)C(=CC(=C1)C(=C)C)OC (7-[2-Bromo-6-methoxy-4-(1-methylethenyl)phenoxy]-5-methyl-3-(1-propylbutyl)-3H-1,2,3-triazolo[4,5-d]pyrimidine). Reaction SMILES: [Br:1][C:2]1[CH:3]=[C:4]([C:28]([CH3:31])([CH3:30])O)[CH:5]=[C:6]([O:26][CH3:27])[C:7]=1[O:8][C:9]1[C:10]2[N:18]=[N:17][N:16]([CH:19]([CH2:23][CH2:24][CH3:25])[CH2:20][CH2:21][CH3:22])[C:11]=2[N:12]=[C:13]([CH3:15])[N:14]=1.C1(C)C=CC(S(O)(=O)=O)=CC=1>C1C=CC=CC=1>[Br:1][C:2]1[CH:3]=[C:4]([C:28]([CH3:31])=[CH2:30])[CH:5]=[C:6]([O:26][CH3:27])[C:7]=1[O:8][C:9]1[C:10]2[N:18]=[N:17][N:16]([CH:19]([CH2:20][CH2:21][CH3:22])[CH2:23][CH2:24][CH3:25])[C:11]=2[N:12]=[C:13]([CH3:15])[N:14]=1. Procedure details: To a solution of 3-bromo-5-methoxy-α,α-dimethyl-4-[(5-methyl-3-(1-propylbutyl)-3H-1,2,3-triazolo[4,5-d]pyrimidin-7-yl)-oxy]benzenemethanol (0.59 g) in 35 mL of benzene, a small quantity of p-toluene sulfonic acid was added. The solution was refluxed under azeotropic conditions for 1.5 hours. Once cooled to room temperature, the solution was washed with saturated NaHCO3 followed by water. The organic phase was dried over MgSO4 and the solvent was removed under reduced pressure. The residue was ch... Starting materials: C1CCOC1, CS(=O)(=O)Cl, CCN(C(C)C)C(C)C, Cc1ccc(Nc2nccc3c2CCNC3)cc1-c1cc2ccccc2cn1. Product: Cc1ccc(Nc2nccc3c2CCN(S(C)(=O)=O)C3)cc1-c1cc2ccccc2cn1. RXN SMILES: [CH2:43]1[O:44][CH2:45][CH2:46][CH2:47]1.[CH3:38][S:39](=[O:40])(=[O:41])[Cl:42].[CH:29]([N:30]([CH2:31][CH3:32])[CH:33]([CH3:34])[CH3:35])([CH3:36])[CH3:37].[cH:1]1[n:2][c:3](-[c:11]2[cH:12][c:13]([NH:18][c:19]3[n:20][cH:21][cH:22][c:23]4[c:28]3[CH2:27][CH2:26][NH:25][CH2:24]4)[cH:14][cH:15][c:16]2[CH3:17])[cH:4][c:5]2[cH:6][cH:7][cH:8][cH:9][c:10]12>>[cH:1]1[n:2][c:3](-[c:11]2[cH:12][c:13]([NH:18][c:19]3[n:20][cH:21][cH:22][c:23]4[c:28]3[CH2:27][CH2:26][N:25]([S:39]([CH3:38])(=[O:40])=[O:41])[CH2:24]4)[cH:14][cH:15][c:16]2[CH3:17])[cH:4][c:5]2[cH:6][cH:7][cH:8][cH:9][c:10]12. The reactants are O=C1CCC(=O)N1Br, CN(C)C=O, Fc1ccc(-c2nn(C(c3ccccc3)(c3ccccc3)c3ccccc3)cc2-c2ccc3ncc(-c4cccs4)n3c2)cc1, [Na+], [Na+], O=S([O-])([O-])=S. Product: Fc1ccc(-c2nn(C(c3ccccc3)(c3ccccc3)c3ccccc3)cc2-c2ccc3ncc(-c4ccc(Br)s4)n3c2)cc1. As a reaction SMILES: [Br:1][N:2]1[C:3](=[O:4])[CH2:5][CH2:6][C:7]1=[O:8].[CH3:61][N:62]([CH3:63])[CH:64]=[O:65].[F:9][c:10]1[cH:11][cH:12][c:13](-[c:16]2[n:17][n:18]([C:35]([c:36]3[cH:37][cH:38][cH:39][cH:40][cH:41]3)([c:42]3[cH:43][cH:44][cH:45][cH:46][cH:47]3)[c:48]3[cH:49][cH:50][cH:51][cH:52][cH:53]3)[cH:19][c:20]2-[c:21]2[cH:22][cH:23][c:24]3[n:25]([cH:26]2)[c:27](-[c:30]2[s:31][cH:32][cH:33][cH:34]2)[cH:28][n:29]3)[cH:14][cH:15]1.[Na+:59].[Na+:60].[S:54]([O-:55])([O-:56])(=[O:57])=[S:58]>>[Br:1][c:32]1[s:31][c:30](-[c:27]2[n:25]3[c:24]([cH:23][cH:22][c:21](-[c:20]4[c:16](-[c:13]5[cH:12][cH:11][c:10]([F:9])[cH:15][cH:14]5)[n:17][n:18]([C:35]([c:36]5[cH:37][cH:38][cH:39][cH:40][cH:41]5)([c:42]5[cH:43][cH:44][cH:45][cH:46][cH:47]5)[c:48]5[cH:49][cH:50][cH:51][cH:52][cH:53]5)[cH:19]4)[cH:26]3)[n:29][cH:28]2)[cH:34][cH:33]1. The reactants are ClCCl, O=C(c1cccc(C(F)(F)F)c1)N1c2cc(F)ccc2OCC1CCO, O=S(Cl)Cl. The product is O=C(c1cccc(C(F)(F)F)c1)N1c2cc(F)ccc2OCC1CCCl. As a reaction SMILES: [Cl:31][CH2:32][Cl:33].[F:1][c:2]1[cH:3][cH:4][c:5]2[c:6]([cH:26]1)[N:7]([C:14]([c:15]1[cH:16][c:17]([C:21]([F:22])([F:23])[F:24])[cH:18][cH:19][cH:20]1)=[O:25])[CH:8]([CH2:11][CH2:12][OH:13])[CH2:9][O:10]2.[S:27]([Cl:28])([Cl:29])=[O:30]>>[F:1][c:2]1[cH:3][cH:4][c:5]2[c:6]([cH:26]1)[N:7]([C:14]([c:15]1[cH:16][c:17]([C:21]([F:22])([F:23])[F:24])[cH:18][cH:19][cH:20]1)=[O:25])[CH:8]([CH2:11][CH2:12][Cl:29])[CH2:9][O:10]2. The reactants are C(C)(=O)OC(C)=O (acetic anhydride), FC(C1=CC=C(COC=2C=C([N+](=CC2)[O-])C)C=C1)(F)F (4-(4-Trifluoromethylbenzyloxy)-2-picoline-N-oxide), CO (methanol). Solvent: C(C)(=O)O (acetic acid). Reaction conditions: temperature 80 celsius. Product: FC(C1=CC=C(COC2=CC(=NC=C2)CO)C=C1)(F)F (4-(4-Trifluoromethylbenzyloxy)-2-hydroxymethylpyridine). RXN SMILES: [F:1][C:2]([F:20])([F:19])[C:3]1[CH:18]=[CH:17][C:6]([CH2:7][O:8][C:9]2[CH:10]=[C:11]([CH3:16])[N+:12]([O-])=[CH:13][CH:14]=2)=[CH:5][CH:4]=1.C(OC(=O)C)(=[O:23])C.CO>C(O)(=O)C>[F:1][C:2]([F:20])([F:19])[C:3]1[CH:18]=[CH:17][C:6]([CH2:7][O:8][C:9]2[CH:14]=[CH:13][N:12]=[C:11]([CH2:16][OH:23])[CH:10]=2)=[CH:5][CH:4]=1. Procedure details: 3.4 g (12 mmol) of the title compound from Example 2 are warmed to 80° C. in 5 ml of glacial acetic acid and 10 ml of acetic anhydride are added dropwise at this temperature with stirring. The mixture is then warmed to 110°-120° C. for 2 hours, allowed to cool to 80° C., 10 ml of methanol are added, the mixture is heated to reflux for a further 15 minutes and subsequently concentrated. The residue is taken up in 10 ml of methanol and rapidly added dropwise at 10° C. to 50 ml of 2N methanolic NaO... RXN SMILES: [C:1]([O:5][C:6]([N:8]1[CH2:13][CH2:12][CH2:11][CH2:10][C@H:9]1[CH2:14][CH2:15][OH:16])=[O:7])([CH3:4])([CH3:3])[CH3:2].[Cl:17][C:18]1[CH:27]=[C:26]2[C:21]([C:22](O)=[C:23]([C:29]3[CH:34]=[C:33]([CH3:35])[CH:32]=[C:31]([CH3:36])[CH:30]=3)[C:24](=[O:28])[NH:25]2)=[CH:20][C:19]=1[N+:38]([O-:40])=[O:39].C1(P(C2C=CC=CC=2)C2C=CC=CC=2)C=CC=CC=1.N(C(OCC)=O)=NC(OCC)=O>>[C:1]([O:5][C:6]([N:8]1[CH2:13][CH2:12][CH2:11][CH2:10][C@H:9]1[CH2:14][CH2:15][O:16][C:22]1[C:21]2[C:26](=[CH:27][C:18]([Cl:17])=[C:19]([N+:38]([O-:40])=[O:39])[CH:20]=2)[NH:25][C:24](=[O:28])[C:23]=1[C:29]1[CH:30]=[C:31]([CH3:36])[CH:32]=[C:33]([CH3:35])[CH:34]=1)=[O:7])([CH3:4])([CH3:3])[CH3:2]. The reactants are N(=NC(=O)OCC)C(=O)OCC (diethyl azodicarboxylate), C(C)(C)(C)OC(=O)N1[C@@H](CCCC1)CCO ((S)-2-(2-hydroxyethyl)-piperidine-1-carboxylic acid tert-butyl ester), ClC1=C(C=C2C(=C(C(NC2=C1)=O)C1=CC(=CC(=C1)C)C)O)[N+](=O)[O-] (7-chloro-3-(3,5-dimethylphenyl)-4-hydroxy-6-nitro-1H-quinolin-2-one), C1(=CC=CC=C1)P(C1=CC=CC=C1)C1=CC=CC=C1 (triphenylphosphine). Reported procedure: To a solution of (S)-2-(2-hydroxyethyl)-piperidine-1-carboxylic acid tert-butyl ester (0.864 g in 38 mL dry tetrahydrofuran) was added 1.56 g of 7-chloro-3-(3,5-dimethylphenyl)-4-hydroxy-6-nitro-1H-quinolin-2-one [see Example 9] followed by 1.19 g of triphenylphosphine and the mixture stirred at room temperature. To this was added 0.72 mL of diethyl azodicarboxylate (DEAD) and stirring was continued for 64 hours. At this time the solvents were removed in vacuo and the residue purified by flash c... Yields the product C(C)(C)(C)OC(=O)N1[C@@H](CCCC1)CCOC1=C(C(NC2=CC(=C(C=C12)[N+](=O)[O-])Cl)=O)C1=CC(=CC(=C1)C)C ((S)-2-{2-[7-chloro-3-(3,5-dimethylphenyl)-6-nitro-2-oxo-1,2-dihydroquinolin-4-yloxy]-ethyl}-piperidine-1-carboxylic acid tert-butyl ester). Reaction conditions: time 64 hour.